This data is from the Open Reaction Database (ORD), a public repository of structured organic reaction records. The task is: describe an organic reaction: reactants, conditions, products, and yield Reactants: BrC1(C(C(=C(C(=C1F)F)SC1=C(C(C(C(=C1F)F)(Br)Br)F)F)F)F)Br (bis(4,4'-dibromo tetrafluorophenyl) sulfide), CC(C)(C#C)O (2-methyl 3-butyn 2-ol). Reagents/catalysts: [Pd] (palladium), C(C)(=O)[O-].[Cu+] (copper (1) acetate). Yields the product OC(C#CC1(C(C(=C(C(=C1F)F)SC1=C(C(C(C(=C1F)F)(C#CC(C)(O)C)C#CC(C)(O)C)F)F)F)F)C#CC(C)(O)C)(C)C ((4,4'-bis(3-hydroxy-3-methyl-1-butynyl) tetrafluorophenyl) sulfide). Reaction SMILES: Br[C:2]1(Br)[C:7]([F:8])=[C:6]([F:9])[C:5]([S:10][C:11]2[C:16]([F:17])=[C:15]([F:18])[C:14](Br)(Br)[CH:13]([F:21])[C:12]=2[F:22])=[C:4]([F:23])[CH:3]1[F:24].[CH3:26][C:27]([OH:31])([C:29]#[CH:30])[CH3:28]>[Pd].C([O-])(=O)C.[Cu+]>[OH:31][C:27]([CH3:28])([CH3:26])[C:29]#[C:30][C:2]1([C:30]#[C:29][C:27]([CH3:28])([OH:31])[CH3:26])[C:7]([F:8])=[C:6]([F:9])[C:5]([S:10][C:11]2[C:16]([F:17])=[C:15]([F:18])[C:14]([C:30]#[C:29][C:27]([CH3:28])([OH:31])[CH3:26])([C:30]#[C:29][C:27]([CH3:28])([OH:31])[CH3:26])[CH:13]([F:21])[C:12]=2[F:22])=[C:4]([F:23])[CH:3]1[F:24] |f:3.4|. Procedure: To a solution of bis(4,4'-dibromo tetrafluorophenyl) sulfide (4.86 g, 10 mmol) in dry deoxygenated diisopropylamine was added dichlorobis(triphenylphasphine) palladium (700 mg, 1 mmol) and copper (1) acetate (200 mg, 1 mmol). The solution was cooled by means of an ice bath and to the cooled solution was added 2-methyl 3-butyn 2-ol (2.13 g, 25 mmol). The solution was allowed to warm to room temperature over a period of 1 hour and was then heated at reflux for a period of 24 hours. The solution wa... The reactants are Brc1cnc2ccccc2c1, [Li]CCCC, C1CCOC1, COC(OC)C(=O)N1CCOCC1. The product is COC(OC)C(=O)c1cnc2ccccc2c1. Reaction SMILES: [Br:1][c:2]1[cH:3][n:4][c:5]2[cH:6][cH:7][cH:8][cH:9][c:10]2[cH:11]1.[CH2:12]([Li:13])[CH2:14][CH2:15][CH3:16].[CH2:30]1[O:31][CH2:32][CH2:33][CH2:34]1.[CH3:17][O:18][CH:19]([C:20](=[O:21])[N:22]1[CH2:23][CH2:24][O:25][CH2:26][CH2:27]1)[O:28][CH3:29]>>[c:2]1([C:20]([CH:19]([O:18][CH3:17])[O:28][CH3:29])=[O:21])[cH:3][n:4][c:5]2[cH:6][cH:7][cH:8][cH:9][c:10]2[cH:11]1. Reactants: C(C)NC(=O)NC1=CC=C(C=C1)C=1N=C(C2=C(N1)CNCC2)N2[C@H](COCC2)C ((S)-1-ethyl-3-(4-(4-(3-methylmorpholino)-5,6,7,8-tetrahydropyrido[3,4-d]pyrimidin-2 yl)phenyl)urea), COC(=O)Cl (methylchloroformate). Product: C(C)NC(NC1=CC=C(C=C1)C=1N=C(C2=C(N1)CN(CC2)C(=O)OC)N2[C@H](COCC2)C)=O ((S)-methyl 2-(4-(3-ethylureido)phenyl)-4-(3-methylmorpholino)-5,6-dihydropyrido[3,4-d]pyrimidine-7(8H)-carboxylate). RXN SMILES: [CH2:1]([NH:3][C:4]([NH:6][C:7]1[CH:12]=[CH:11][C:10]([C:13]2[N:14]=[C:15]([N:23]3[CH2:28][CH2:27][O:26][CH2:25][C@@H:24]3[CH3:29])[C:16]3[CH2:22][CH2:21][NH:20][CH2:19][C:17]=3[N:18]=2)=[CH:9][CH:8]=1)=[O:5])[CH3:2].[CH3:30][O:31][C:32](Cl)=[O:33]>>[CH2:1]([NH:3][C:4](=[O:5])[NH:6][C:7]1[CH:8]=[CH:9][C:10]([C:13]2[N:14]=[C:15]([N:23]3[CH2:28][CH2:27][O:26][CH2:25][C@@H:24]3[CH3:29])[C:16]3[CH2:22][CH2:21][N:20]([C:32]([O:31][CH3:30])=[O:33])[CH2:19][C:17]=3[N:18]=2)=[CH:11][CH:12]=1)[CH3:2]. Procedure details: Method as example 34 using (S)-1-ethyl-3-(4-(4-(3-methylmorpholino)-5,6,7,8-tetrahydropyrido[3,4-d]pyrimidin-2 yl)phenyl)urea (example 13) and methylchloroformate as starting materials.